This data is from the Open Reaction Database (ORD), a public repository of structured organic reaction records. The task is: describe an organic reaction: reactants, conditions, products, and yield The reactants are COC(=O)CC1=CC=C(OC[C@@H](C)NC[C@@H](C2=CC(=CC=C2)Cl)O[Si](C)(C)C(C)(C)C)C=C1 (N-[2-(4-methoxycarbonylmethylphenoxy)-1(R)-methylethyl]-2(R)-t-butyldimethylsilyloxy-2-(3-chlorophenyl)ethanamine), [F-].C(CCC)[N+](CCCC)(CCCC)CCCC (tetrabutylammonium fluoride). Solvent: O1CCCC1 (tetrahydrofuran). Product: COC(=O)CC1=CC=C(OC[C@@H](C)NC[C@H](O)C2=CC(=CC=C2)Cl)C=C1 (2-[2-(4-Methoxycarbonylmethylphenoxy)-1(R)-methylethyl]amino-1(R)-(3-chlorophenyl)ethanol). Yield: 73.3%. Reaction SMILES: [CH3:1][O:2][C:3]([CH2:5][C:6]1[CH:33]=[CH:32][C:9]([O:10][CH2:11][C@H:12]([NH:14][CH2:15][C@H:16]([O:24][Si](C(C)(C)C)(C)C)[C:17]2[CH:22]=[CH:21][CH:20]=[C:19]([Cl:23])[CH:18]=2)[CH3:13])=[CH:8][CH:7]=1)=[O:4].[F-].C([N+](CCCC)(CCCC)CCCC)CCC>O1CCCC1>[CH3:1][O:2][C:3]([CH2:5][C:6]1[CH:33]=[CH:32][C:9]([O:10][CH2:11][C@H:12]([NH:14][CH2:15][C@@H:16]([C:17]2[CH:22]=[CH:21][CH:20]=[C:19]([Cl:23])[CH:18]=2)[OH:24])[CH3:13])=[CH:8][CH:7]=1)=[O:4] |f:1.2|. Procedure: Following a procedure similar to that described in Example 27, but using 3.02 g of N-[2-(4-methoxycarbonylmethylphenoxy)-1(R)-methylethyl]-2(R)-t-butyldimethylsilyloxy-2-(3-chlorophenyl)ethanamine (prepared as described in Preparation 50), 4.81 g of tetrabutylammonium fluoride and 100 ml of tetrahydrofuran, 1.7 g of the title compound were obtained having an Rf=0.39 (thin layer chromatography over silica gel, using ethyl acetate as the developing solvent). [α]D23 -13.2° (c=0.99, methanol). Starting materials: COc1ccc2ccsc2c1, Cl, O, c1ccncc1. The product is Oc1ccc2ccsc2c1. Reaction SMILES: [CH3:1][O:2][c:3]1[cH:4][cH:5][c:6]2[c:7]([s:8][cH:9][cH:10]2)[cH:11]1.[ClH:12].[OH2:19].[n:13]1[cH:14][cH:15][cH:16][cH:17][cH:18]1>>[OH:2][c:3]1[cH:4][cH:5][c:6]2[c:7]([s:8][cH:9][cH:10]2)[cH:11]1. The reactants are COC(CC1=CC(=C(C=C1)OC)OC1=C(C=CC(=C1)Br)CBr)=O ([3-(5-bromo-2-bromomethyl-phenoxy)-4-methoxy-phenyl]-acetic acid methyl ester), C[C@@H]1NC(O[C@@H]1C1=CC=CC=C1)=O ((4S,5R)-(−)-4-methyl-5-phenyl-2-oxazolidinone). Yields the product COC(CC1=CC(=C(C=C1)OC)OC1=C(C=CC(=C1)Br)CN1C(O[C@@H]([C@@H]1C)C1=CC=CC=C1)=O)=O ({3-[5-Bromo-2-((4S,5R)-4-methyl-2-oxo-5-phenyl-oxazolidin-3-ylmethyl)-phenoxy]-4-methoxy-phenyl}-acetic acid methyl ester). RXN SMILES: [CH3:1][O:2][C:3](=[O:23])[CH2:4][C:5]1[CH:10]=[CH:9][C:8]([O:11][CH3:12])=[C:7]([O:13][C:14]2[CH:19]=[C:18]([Br:20])[CH:17]=[CH:16][C:15]=2[CH2:21]Br)[CH:6]=1.[CH3:24][C@H:25]1[C@@H:29]([C:30]2[CH:35]=[CH:34][CH:33]=[CH:32][CH:31]=2)[O:28][C:27](=[O:36])[NH:26]1>>[CH3:1][O:2][C:3](=[O:23])[CH2:4][C:5]1[CH:10]=[CH:9][C:8]([O:11][CH3:12])=[C:7]([O:13][C:14]2[CH:19]=[C:18]([Br:20])[CH:17]=[CH:16][C:15]=2[CH2:21][N:26]2[C@@H:25]([CH3:24])[C@@H:29]([C:30]3[CH:35]=[CH:34][CH:33]=[CH:32][CH:31]=3)[O:28][C:27]2=[O:36])[CH:6]=1. Reported procedure: Prepared according to the procedure described in Example 6, Step 5, using the following starting materials: [3-(5-bromo-2-bromomethyl-phenoxy)-4-methoxy-phenyl]-acetic acid methyl ester and (4S,5R)-(−)-4-methyl-5-phenyl-2-oxazolidinone. The reactants are Cl.C(C)N=C=NCCCN(C)C (N-ethyl-N'-(3-dimethylaminopropyl)-carbodiimide hydrochloride), CN(C)C1=NC=CC=C1 (dimethylaminopyridine), C(C1=CC=CC=C1)N1CCC(CC1)O (1-benzyl-4-hydroxypiperidine), CN(C1=C(C(=O)O)C=CC=C1)C (2-dimethylaminobenzoic acid). Run in CN(C=O)C (dimethylformamide). Reaction conditions: time 2 hour. Product: CN(C1=C(C(=O)OC2CCN(CC2)CC2=CC=CC=C2)C=CC=C1)C (1-benzyl-piperidin-4-yl 2-dimethylamino-benzoate). The yield is 45.8%. Reaction SMILES: [CH3:1][N:2]([CH3:12])[C:3]1[CH:11]=[CH:10][CH:9]=[CH:8][C:4]=1[C:5]([OH:7])=[O:6].CN(C1C=CC=CN=1)C.[CH2:22]([N:29]1[CH2:34][CH2:33][CH:32](O)[CH2:31][CH2:30]1)[C:23]1[CH:28]=[CH:27][CH:26]=[CH:25][CH:24]=1.Cl.C(N=C=NCCCN(C)C)C>CN(C)C=O>[CH3:1][N:2]([CH3:12])[C:3]1[CH:11]=[CH:10][CH:9]=[CH:8][C:4]=1[C:5]([O:7][CH:32]1[CH2:31][CH2:30][N:29]([CH2:22][C:23]2[CH:28]=[CH:27][CH:26]=[CH:25][CH:24]=2)[CH2:34][CH2:33]1)=[O:6] |f:3.4|. Procedure details: 0.33 g (0.002 mol) of 2-dimethylaminobenzoic acid was dissolved in 10 ml of dimethylformamide, treated with 0.122 g (0.001 mol) of dimethylaminopyridine and 0.383 g (0.002 mol) of 1-benzyl-4-hydroxypiperidine and cooled to 0°. 0.422 g (0.0022 mol) of N-ethyl-N'-(3-dimethylaminopropyl)-carbodiimide hydrochloride was added and the mixture was stirred at 0° for a further 2 hrs. Subsequently, the mixture was stirred at room temperature for 3 days, the solvent was distilled off and the residue was ch... Starting materials: O=C1C2=C(C3=C4C=CC(C=5C=CC=C(C=6C=CC=C1C63)C54)=O)C=CC=C2 (7,14-dioxo-7,14-dihydrobenzo[a]perylene). Run in C(C)(=O)O (acetic acid), [Zn] (zinc), N1=CC=CC=C1 (pyridine). Product: C1=CC=C2C=3C=CC=C4C=C5C(=C(C=6C=CC=C1C26)C43)C=CC=C5 (benzo[a]perylene). Reaction SMILES: O=[C:2]1[C:19]2[C:20]3[C:5](=[C:6]4[C:21]5[C:14]([C:15]=3[CH:16]=[CH:17][CH:18]=2)=[CH:13][CH:12]=[CH:11][C:10]=5[C:9](=O)[CH:8]=[CH:7]4)[C:4]2[CH:23]=[CH:24][CH:25]=[CH:26][C:3]1=2>[Zn].N1C=CC=CC=1.C(O)(=O)C>[CH:11]1[C:10]2[C:21]3[C:14]([C:15]4[CH:16]=[CH:17][CH:18]=[C:19]5[C:20]=4[C:5]([C:6]=3[CH:7]=[CH:8][CH:9]=2)=[C:4]2[CH:23]=[CH:24][CH:25]=[CH:26][C:3]2=[CH:2]5)=[CH:13][CH:12]=1. Reported procedure: In accordance with a conventional manner, 7,14-dioxo-7,14-dihydrobenzo[a]perylene was treated in zinc powder contained in pyridine, and then, treated in 80% acetic acid. The resultant was refined in a conventional manner to thereby obtain a target material, benzo[a]perylene. Reactants: COC=1C=C2C(=CN=NC2=CC1)Cl (6-methoxy-4-chlorocinnoline), [Cl-].[Cl-].[Cl-].[Al+3] (aluminium trichloride). The solvent is C1(=CC=CC=C1)C (toluene), C1(=CC=CC=C1)C (toluene). Product: OC=1C=C2C(=CN=NC2=CC1)Cl (6-hydroxy-4-chlorocinnoline). Isolated yield 121.8%. As a reaction SMILES: C[O:2][C:3]1[CH:4]=[C:5]2[C:10](=[CH:11][CH:12]=1)[N:9]=[N:8][CH:7]=[C:6]2[Cl:13].[Cl-].[Cl-].[Cl-].[Al+3]>C1(C)C=CC=CC=1>[OH:2][C:3]1[CH:4]=[C:5]2[C:10](=[CH:11][CH:12]=1)[N:9]=[N:8][CH:7]=[C:6]2[Cl:13] |f:1.2.3.4|. Reported procedure: A solution of 6-methoxy-4-chlorocinnoline (135 mg, 0.7 mmol) in toluene (7 ml) was added to a stirred suspension of aluminium trichloride (231 mg, 1.73 mmol) in toluene (7 ml) and the red brown suspension was refluxed for 1 hr. The solvent was removed under vacuum and the residue was partitioned between water (20 ml) and 10% ethanol/chloroform (2×100 ml). The organic layer was washed with brine and dried (Na2SO4). Removal of the solvent under vacuum gave 6-hydroxy-4-chlorocinnoline (154 mg) as a... Starting materials: Cl.O1CCOCC1 (HCl dioxane), N1(CCC(CC1)C(=O)OCCCC1OCCO1)C(=O)OC(C)(C)C (4-(3-(1,3-dioxolan-2-yl)propyl) 1-tert-butyl piperidine-1,4-dicarboxylate). Run at time 1.5 hour. Yields the product Cl.N1CCC(CC1)C(=O)OCCCC1OCCO1 (3-(1,3-Dioxolan-2-yl)propyl piperidine-4-carboxylate hydrochloride). RXN SMILES: [ClH:1].O1CCOCC1.[N:8]1(C(OC(C)(C)C)=O)[CH2:13][CH2:12][CH:11]([C:14]([O:16][CH2:17][CH2:18][CH2:19][CH:20]2[O:24][CH2:23][CH2:22][O:21]2)=[O:15])[CH2:10][CH2:9]1>>[ClH:1].[NH:8]1[CH2:13][CH2:12][CH:11]([C:14]([O:16][CH2:17][CH2:18][CH2:19][CH:20]2[O:21][CH2:22][CH2:23][O:24]2)=[O:15])[CH2:10][CH2:9]1 |f:0.1,3.4|. Procedure details: HCl-dioxane (4 M, 5 mL, 20 mmol) was added to 4-(3-(1,3-dioxolan-2-yl)propyl) 1-tert-butyl piperidine-1,4-dicarboxylate (0.71 g, 2.07 mmol) and the reaction mixture was stirred at RT for 1.5 hours. The solvent was evaporated at reduced pressure. The crude material was used directly without purification. Reactants: C(C(=O)O)(=O)O (oxalic acid), N1=C(C=CC=C1)N(C(=O)C1=CC2=C(N(C(=N2)CNC2=CC=C(C=C2)C(N)=N)C)C=C1)CCC(=O)OCC (1-methyl-2-[N-[4-amidinophenyl]aminomethyl]benzimidazol-5-yl-carboxylicacid-N-(2-pyridyl)-N-(2-ethoxycarbonylethyl)amide). The solvent is C(C)O (ethanol), C(C)O (ethanol). Reaction conditions: temperature 55 celsius, time 45 minute. Yields the product C(C(=O)O)(=O)O.N1=C(C=CC=C1)N(C(=O)C1=CC2=C(N(C(=N2)CNC2=CC=C(C=C2)C(N)=N)C)C=C1)CCC(=O)OCC (1-methyl-2-[N-[4-amidinophenyl]aminomethyl]benzimidazol-5-yl-carboxylicacid-N-(2-pyridyl)-N-(2-ethoxy carbonylethyl)amide oxalate). Reaction SMILES: [N:1]1[CH:6]=[CH:5][CH:4]=[CH:3][C:2]=1[N:7]([CH2:31][CH2:32][C:33]([O:35][CH2:36][CH3:37])=[O:34])[C:8]([C:10]1[CH:30]=[CH:29][C:13]2[N:14]([CH3:28])[C:15]([CH2:17][NH:18][C:19]3[CH:24]=[CH:23][C:22]([C:25](=[NH:27])[NH2:26])=[CH:21][CH:20]=3)=[N:16][C:12]=2[CH:11]=1)=[O:9].[C:38]([OH:43])(=[O:42])[C:39]([OH:41])=[O:40]>C(O)C>[C:38]([OH:43])(=[O:42])[C:39]([OH:41])=[O:40].[N:1]1[CH:6]=[CH:5][CH:4]=[CH:3][C:2]=1[N:7]([CH2:31][CH2:32][C:33]([O:35][CH2:36][CH3:37])=[O:34])[C:8]([C:10]1[CH:30]=[CH:29][C:13]2[N:14]([CH3:28])[C:15]([CH2:17][NH:18][C:19]3[CH:24]=[CH:23][C:22]([C:25](=[NH:26])[NH2:27])=[CH:21][CH:20]=3)=[N:16][C:12]=2[CH:11]=1)=[O:9] |f:3.4|. Reported procedure: A mixture of 1-methyl-2-[N-[4-amidinophenyl]aminomethyl]benzimidazol-5-yl-carboxylicacid-N-(2-pyridyl)-N-(2-ethoxycarbonylethyl)amide compound of formula-5 (100 g) and ethanol (1200 ml) was heated to 50-60° C. A solution of oxalic acid (25.25 g) in ethanol (1500 ml) was added to the above reaction mixture at 50-60° C. and stirred for 45 minutes. The reaction mixture was cooled to 25-35° C. and stirred for 6 hours at 25-35° C. Filtered the solid, washed with ethanol and then dried to get the titl... Starting materials: C(N)(=O)C=1C=C(C=CC1)NC(C(=O)O)C1=CC(=C(C=C1)OC)OC (2-(3-Carbamoylphenylamino)-2-(3,4-dimethoxyphenyl)acetic acid), O.C(C=O)(=O)O (glyoxylic acid monohydrate), NC=1C=C(C(=O)N)C=CC1F (3-Amino-4-fluorobenzamide), COC=1C=C(C=CC1F)B(O)O (3-Methoxy-4-fluorophenylboronic acid). Product: C(N)(=O)C=1C=CC(=C(C1)NC(C(=O)O)C1=CC(=C(C=C1)F)OC)F (2-(5-Carbamoyl-2-fluorophenylamino)-2-(4-fluoro-3-methoxyphenyl)acetic acid). The yield is 72.0%. As a reaction SMILES: C(C1C=C(N[CH:11]([C:15]2[CH:20]=[CH:19][C:18](OC)=[C:17]([O:23][CH3:24])[CH:16]=2)[C:12]([OH:14])=[O:13])C=CC=1)(=O)N.[NH2:25][C:26]1[CH:27]=[C:28]([CH:32]=[CH:33][C:34]=1[F:35])[C:29]([NH2:31])=[O:30].COC1C=C(B(O)O)C=CC=1[F:44].O.C(O)(=O)C=O>>[C:29]([C:28]1[CH:32]=[CH:33][C:34]([F:35])=[C:26]([NH:25][CH:11]([C:15]2[CH:20]=[CH:19][C:18]([F:44])=[C:17]([O:23][CH3:24])[CH:16]=2)[C:12]([OH:14])=[O:13])[CH:27]=1)(=[O:30])[NH2:31] |f:3.4|. Procedure details: 27A was prepared in a procedure similar to that of 1A using 19B, 7C and glyoxylic acid monohydrate. Yield: 72%. 1H NMR (400 MHz, Methanol-d4) δ ppm 3.87 (s, 3H) 5.18 (s, 1H) 7.02-7.12 (m, 4H) 7.13-7.18 (m, 1H) 7.27 (d, J=8.79 Hz, 1H), LCMS: 337 (M+1).